Dataset: the Open Reaction Database (ORD), a public repository of structured organic reaction records. Task: describe an organic reaction: reactants, conditions, products, and yield Reactants: CCOC(=O)C(C)Cc1cc(C(=O)c2ccc(OCC(C)C)cc2OCC(C)C)ccc1OCC(C)C, CCO, ClC(Cl)Cl, Cl, [Na+], [OH-], O. Product: CC(C)COc1ccc(C(=O)c2ccc(OCC(C)C)c(CC(C)C(=O)O)c2)c(OCC(C)C)c1. Reaction SMILES: [CH2:1]([CH:2]([CH3:3])[CH3:4])[O:5][c:6]1[c:7]([C:8](=[O:9])[c:10]2[cH:11][cH:12][c:13]([O:24][CH2:25][CH:26]([CH3:27])[CH3:28])[c:14]([CH2:16][CH:17]([C:18](=[O:19])[O:20][CH2:21][CH3:22])[CH3:23])[cH:15]2)[cH:29][cH:30][c:31]([O:33][CH2:34][CH:35]([CH3:36])[CH3:37])[cH:32]1.[CH3:45][CH2:46][OH:47].[CH:40]([Cl:41])([Cl:42])[Cl:43].[ClH:44].[Na+:39].[OH-:38].[OH2:48]>>[CH2:1]([CH:2]([CH3:3])[CH3:4])[O:5][c:6]1[c:7]([C:8](=[O:9])[c:10]2[cH:11][cH:12][c:13]([O:24][CH2:25][CH:26]([CH3:27])[CH3:28])[c:14]([CH2:16][CH:17]([C:18](=[O:19])[OH:20])[CH3:23])[cH:15]2)[cH:29][cH:30][c:31]([O:33][CH2:34][CH:35]([CH3:36])[CH3:37])[cH:32]1. The reactants are Cl.FC1(CCNCC1)F (4,4-difluoro-piperidine, hydrochloride), C1(=CC=CC=C1)OC(NC1=NC(=NC=C1)N1CCN(CC1)C1CCCC1)=O ([2-(4-cyclopentyl-piperazin-1-yl)-pyrimidin-4-yl]-carbamic acid phenyl ester), C1(CCCC1)N1CCN(CC1)C1=NC=CC(=N1)N (2-(4-cyclopentyl-piperazin-1-yl)-pyrimidin-4-ylamine), C1(CCCC1)N1CCN(CC1)C1=NC=CC(=N1)N (2-(4-cyclopentyl-piperazin-1-yl)-pyrimidin-4-ylamine), ClC(=O)OC1=CC=CC=C1 (phenyl chloroformate), N1=CC=CC=C1 (pyridine). The solvent is CCN(CC)CC (NEt3), C(Cl)Cl (DCM). Conditions: time 30 minute. Product: C1(CCCC1)N1CCN(CC1)C1=NC=CC(=N1)NC(=O)N1CCC(CC1)(F)F (4,4-Difluoro-piperidine-1-carboxylic acid [2-(4-cyclopentyl-piperazin-1-yl)-pyrimidin-4-yl]-amide). The yield is 5.0%. As a reaction SMILES: C1(N2CCN(C3N=C(N)C=CN=3)CC2)CCCC1.ClC(OC1C=CC=CC=1)=O.N1C=CC=CC=1.C1([O:41][C:42](=O)[NH:43][C:44]2[CH:49]=[CH:48][N:47]=[C:46]([N:50]3[CH2:55][CH2:54][N:53]([CH:56]4[CH2:60][CH2:59][CH2:58][CH2:57]4)[CH2:52][CH2:51]3)[N:45]=2)C=CC=CC=1.Cl.[F:63][C:64]1([F:70])[CH2:69][CH2:68][NH:67][CH2:66][CH2:65]1>C(Cl)Cl.CCN(CC)CC>[CH:56]1([N:53]2[CH2:52][CH2:51][N:50]([C:46]3[N:45]=[C:44]([NH:43][C:42]([N:67]4[CH2:68][CH2:69][C:64]([F:70])([F:63])[CH2:65][CH2:66]4)=[O:41])[CH:49]=[CH:48][N:47]=3)[CH2:55][CH2:54]2)[CH2:60][CH2:59][CH2:58][CH2:57]1 |f:4.5|. Procedure: A mixture of 103 mg (0.42 mmol) 2-(4-cyclopentyl-piperazin-1-yl)-pyrimidin-4-ylamine (intermediate 1), 67 mg (0.428 mmol) phenyl chloroformate (commercially available) and 0.1 g (0.12 mmol) pyridine in 4 mL DCM was shaken for 30 min at room temperature. A fraction of this mixture containing 0.07 mmol of the intermediately built [2-(4-cyclopentyl-piperazin-1-yl)-pyrimidin-4-yl]-carbamic acid phenyl ester was treated with 64.8 mg (0.41 mmol) 4,4-difluoro-piperidine, hydrochloride and 0.05 mL NEt3.... Reactants: CC(C1=CC=C(C=C1)OC(=O)C)O (4'-acetoxyphenylmethylcarbinol), CC(C1=CC=C(C=C1)OC(=O)C)O (4'-acetoxyphenylmethylcarbinol), C(C)(=O)OC(C)=O (acetic anhydride), C1=CC=CC=2SC3=CC=CC=C3NC12 (phenothiazine), P(O)(O)(O)=O (phosphoric acid). Product: C(C)(=O)OC1=CC=C(C=C)C=C1 (4-Acetoxystyrene). RXN SMILES: [CH3:1][CH:2](O)[C:3]1[CH:8]=[CH:7][C:6]([O:9][C:10]([CH3:12])=[O:11])=[CH:5][CH:4]=1.C(OC(=O)C)(=O)C.C1C2NC3C(=CC=CC=3)SC=2C=CC=1.P(=O)(O)(O)O>>[C:10]([O:9][C:6]1[CH:7]=[CH:8][C:3]([CH:2]=[CH2:1])=[CH:4][CH:5]=1)(=[O:11])[CH3:12]. Reported procedure: Crude 4'-acetoxyphenylmethylcarbinol (Compound II) [0.58 mol] was mixed with acetic anhydride (0.64 mol), phenothiazine (0.1 wt. %) and 85% by weight phosphoric acid (0.32 mol %). This reaction mixture was fed continuous at a rate of about 2.0 g/minute to the hot reaction vessel, as employed in Examples 1-25, and the product was collected overhead through a distillation column. The reaction vessel was immersed in hot oil maintained at 220°-230° C. and the residue temperature was maintained 180°-... Yields the product CN(C=1C2=C(SC1C(=O)OC)C=CC(=C2)SC)C (Methyl 3-dimethylamino-5-(methylthio)benzo[b]thiophene-2-carboxylate). Reported procedure: Prepared from methyl 3-amino-5-(methylthio)-benzo[b]thiophene-2-carboxylate by alkylation with formaldehyde as described in the preparation of methyl 4-chloro-3-(dimethylamino)benzo[b]thiophene-2-carboxylate. Yield 71% after recrystallization from ether-petroleum ether; mp=63°-66° C. Yield: 71.0%. As a reaction SMILES: NC1C2C=C(SC)C=C[C:4]=2[S:5]C=1C(OC)=O.C=O.Cl[C:20]1[C:28]2[C:27]([N:29]([CH3:31])[CH3:30])=[C:26]([C:32]([O:34][CH3:35])=[O:33])[S:25][C:24]=2[CH:23]=[CH:22][CH:21]=1>>[CH3:30][N:29]([CH3:31])[C:27]1[C:28]2[CH:20]=[C:21]([S:5][CH3:4])[CH:22]=[CH:23][C:24]=2[S:25][C:26]=1[C:32]([O:34][CH3:35])=[O:33]. The reactants are NC=1C2=C(SC1C(=O)OC)C=CC(=C2)SC (methyl 3-amino-5-(methylthio)-benzo[b]thiophene-2-carboxylate), C=O (formaldehyde), ClC1=CC=CC=2SC(=C(C21)N(C)C)C(=O)OC (methyl 4-chloro-3-(dimethylamino)benzo[b]thiophene-2-carboxylate). The reactants are O1CCN(CC1)C=1C=CC(=C(OCCN2CCOCC2)C1)[N+](=O)[O-] (4-(2-(5-morpholino-2-nitrophenoxy)ethyl)morpholine). The reagents and catalysts are [Pd] (Pd on activated carbon). The solvent is CO (MeOH). Run at time 18 hour. Product: O1CCN(CC1)C1=CC(=C(N)C=C1)OCCN1CCOCC1 (4-morpholino-2-(2-morpholinoethoxy)aniline). The yield is 75.9%. Reaction SMILES: [O:1]1[CH2:6][CH2:5][N:4]([C:7]2[CH:8]=[CH:9][C:10]([N+:22]([O-])=O)=[C:11]([CH:21]=2)[O:12][CH2:13][CH2:14][N:15]2[CH2:20][CH2:19][O:18][CH2:17][CH2:16]2)[CH2:3][CH2:2]1>CO.[Pd]>[O:1]1[CH2:2][CH2:3][N:4]([C:7]2[CH:8]=[CH:9][C:10]([NH2:22])=[C:11]([O:12][CH2:13][CH2:14][N:15]3[CH2:16][CH2:17][O:18][CH2:19][CH2:20]3)[CH:21]=2)[CH2:5][CH2:6]1. Reported procedure: A solution of 106B (50 mg, 0.15mmol) in MeOH (10 mL) was degassed for 10 minutes and then treated with 10% Pd on activated carbon (15 mg). The reaction mixture was stirred at room temperature for 18 hours under a hydrogen atmosphere. The catalyst was removed by filtration and the filtrate was concentrated to give 4-morpholino-2-(2-morpholinoethoxy)aniline (35 mg, 82%). The reactants are CC(C)(C)ON=O, C1CCOC1, Nc1nc(Cl)nc2cnc(Oc3ccc(F)cc3F)cc12. The product is Fc1ccc(Oc2cc3cnc(Cl)nc3cn2)c(F)c1. RXN SMILES: [C:22]([O:23][N:24]=[O:25])([CH3:26])([CH3:27])[CH3:28].[CH2:29]1[O:30][CH2:31][CH2:32][CH2:33]1.[Cl:1][c:2]1[n:3][c:4]([NH2:21])[c:5]2[c:6]([n:7]1)[cH:8][n:9][c:10]([O:12][c:13]1[c:14]([F:20])[cH:15][c:16]([F:19])[cH:17][cH:18]1)[cH:11]2>>[Cl:1][c:2]1[n:3][cH:4][c:5]2[c:6]([n:7]1)[cH:8][n:9][c:10]([O:12][c:13]1[c:14]([F:20])[cH:15][c:16]([F:19])[cH:17][cH:18]1)[cH:11]2. Reactants: BrCCCCN=C=O (4-bromobutyl isocyanate), C(CCCCCCCCCCCCCCCCC)NC(=O)OCC(CO)=C (3-Octadecylaminocarbonyloxy-2-methylenepropan-1-ol), CCOCC (Ether). Reagents/catalysts: CN(C1=CC=NC=C1)C (4-Dimethylaminopyridine). Run in C(Cl)Cl (methylene chloride). Conditions: temperature 22 celsius, time 22 hour. Yields the product C(CCCCCCCCCCCCCCCCC)NC(=O)OCC(COC(=O)NCCCCBr)=C (1-Octadecylaminocarbonyloxy-3-(4-bromobutylaminocarbonyloxy)-2-methylenepropane). As a reaction SMILES: [CH2:1]([NH:19][C:20]([O:22][CH2:23][C:24](=[CH2:27])[CH2:25][OH:26])=[O:21])[CH2:2][CH2:3][CH2:4][CH2:5][CH2:6][CH2:7][CH2:8][CH2:9][CH2:10][CH2:11][CH2:12][CH2:13][CH2:14][CH2:15][CH2:16][CH2:17][CH3:18].[Br:28][CH2:29][CH2:30][CH2:31][CH2:32][N:33]=[C:34]=[O:35].CCOCC>C(Cl)Cl.CN(C)C1C=CN=CC=1>[CH2:1]([NH:19][C:20]([O:22][CH2:23][C:24](=[CH2:27])[CH2:25][O:26][C:34]([NH:33][CH2:32][CH2:31][CH2:30][CH2:29][Br:28])=[O:35])=[O:21])[CH2:2][CH2:3][CH2:4][CH2:5][CH2:6][CH2:7][CH2:8][CH2:9][CH2:10][CH2:11][CH2:12][CH2:13][CH2:14][CH2:15][CH2:16][CH2:17][CH3:18]. Procedure: 3-Octadecylaminocarbonyloxy-2-methylenepropan-1-ol (from Preparation 3) (2.0 g) was dissolved in methylene chloride (40 ml). 4-Dimethylaminopyridine (0.13 g) and 4-bromobutyl isocyanate (1.30 g) were added, and the mixture was stirred for 22 hours at 22° C. Ether (40 ml) was added, and the mixture was purified through a column of silica gel 60 (70-230 mesh, 20 g) eluting with ether/chloroform 1:1. Further purification was achieved by chromatography on a Waters PrepLC®/System 500A using a PrepPAK... Starting materials: [I-].C1(C=CCC1)ON=C(C(=O)N[C@H]1[C@@H]2N(C(=C(CS2=O)C[N+]=2N(C=CC2)C)C(=O)OC(C2=CC=CC=C2)C2=CC=CC=C2)C1=O)C=1N=C(SC1)NC=O (benzhydryl 7β-[2-(2-cyclopenten-1-yloxyimino)-2-(2-formamidothiazol-4-yl)acetamido]-3-(2-methyl-1-pyrazolio)methyl-3-cephem-4-carboxylate 1-oxide iodide), CN(C=O)C (N,N-dimethylformamide), P(Cl)(Cl)Cl (phosphorus trichloride). The solvent is O (water). Conditions: temperature -33 celsius. Product: [I-].C1(C=CCC1)ON=C(C(=O)N[C@H]1[C@@H]2N(C(=C(CS2)C[N+]=2N(C=CC2)C)C(=O)OC(C2=CC=CC=C2)C2=CC=CC=C2)C1=O)C=1N=C(SC1)NC=O (benzhydryl 7β-[2-(2-cyclopenten-1-yloxyimino)-2-(2-formamidothiazol-4-yl)acetamido]-3-(2-methyl-1-pyrazolio)methyl-3-cephem-4-carboxylate iodide). The yield is 95.2%. Reaction SMILES: [I-:1].[CH:2]1([O:7][N:8]=[C:9]([C:46]2[N:47]=[C:48]([NH:51][CH:52]=[O:53])[S:49][CH:50]=2)[C:10]([NH:12][C@@H:13]2[C:44](=[O:45])[N:15]3[C:16]([C:28]([O:30][CH:31]([C:38]4[CH:43]=[CH:42][CH:41]=[CH:40][CH:39]=4)[C:32]4[CH:37]=[CH:36][CH:35]=[CH:34][CH:33]=4)=[O:29])=[C:17]([CH2:21][N+:22]4[N:23]([CH3:27])[CH:24]=[CH:25][CH:26]=4)[CH2:18][S:19](=O)[C@H:14]23)=[O:11])[CH2:6][CH2:5][CH:4]=[CH:3]1.CN(C)C=O.P(Cl)(Cl)Cl>O>[I-:1].[CH:2]1([O:7][N:8]=[C:9]([C:46]2[N:47]=[C:48]([NH:51][CH:52]=[O:53])[S:49][CH:50]=2)[C:10]([NH:12][C@@H:13]2[C:44](=[O:45])[N:15]3[C:16]([C:28]([O:30][CH:31]([C:32]4[CH:33]=[CH:34][CH:35]=[CH:36][CH:37]=4)[C:38]4[CH:43]=[CH:42][CH:41]=[CH:40][CH:39]=4)=[O:29])=[C:17]([CH2:21][N+:22]4[N:23]([CH3:27])[CH:24]=[CH:25][CH:26]=4)[CH2:18][S:19][C@H:14]23)=[O:11])[CH2:6][CH2:5][CH:4]=[CH:3]1 |f:0.1,5.6|. Procedure details: A mixture of benzhydryl 7β-[2-(2-cyclopenten-1-yloxyimino)-2-(2-formamidothiazol-4-yl)acetamido]-3-(2-methyl-1-pyrazolio)methyl-3-cephem-4-carboxylate 1-oxide iodide (syn isomer, 5.3 g) and N,N-dimethylformamide (50 ml) was stirred at -33° C. and phosphorus trichloride (1.68 g) was added thereto with stirring. The reaction mixture was stirred for 10 minutes at the same temperature, and poured into water (400 ml). Precipitates were collected by filtration and washed with water to give benzhydryl ...